This data is from the Open Reaction Database (ORD), a public repository of structured organic reaction records. The task is: describe an organic reaction: reactants, conditions, products, and yield Reactants: ClC1=C(N)C=CC(=C1Cl)Cl (2,3,4-trichloroaniline), N(=O)[O-].[Na+] (sodium nitrite), stannous chloride. Solvent: O (water), Cl (hydrochloric acid), Cl (hydrochloric acid). Reaction conditions: temperature 0 celsius, time 1 hour. Yields the product ClC1=C(C=CC(=C1Cl)Cl)NN (2,3,4-trichlorophenylhydrazine). Isolated yield 65.0%. RXN SMILES: [Cl:1][C:2]1[C:8]([Cl:9])=[C:7]([Cl:10])[CH:6]=[CH:5][C:3]=1[NH2:4].[N:11]([O-])=O.[Na+]>O.Cl>[Cl:1][C:2]1[C:8]([Cl:9])=[C:7]([Cl:10])[CH:6]=[CH:5][C:3]=1[NH:4][NH2:11] |f:1.2|. Reported procedure: Fifty grams of 2,3,4-trichloroaniline was added portionwise to a solution of 200 ml of concentrated hydrochloric acid at approximately 0° C. To the reaction mixture was added 17.6 g of sodium nitrite dissolved in 100 ml of water dropwise over 1 hour. Next, 94.8 g of stannous chloride dissolved in 100 ml of concentrated hydrochloric acid was added dropwise to the reaction mixture over a 1 hour period while maintaining the temperature at approximately 0° C. The reaction mixture was stirred for app... Reactants: ClCCl, CO, CCOCC, CC(C(=O)Cl)c1ccc2c(c1)CCc1ccccc1C2=O, O, c1ccncc1. The product is COC(=O)C(C)c1ccc2c(c1)CCc1ccccc1C2=O. RXN SMILES: [CH2:30]([Cl:31])[Cl:32].[CH3:22][OH:23].[CH3:33][CH2:34][O:35][CH2:36][CH3:37].[O:1]=[C:2]1[c:3]2[c:4]([cH:18][cH:19][cH:20][cH:21]2)[CH2:5][CH2:6][c:7]2[c:8]1[cH:9][cH:10][c:11]([CH:13]([C:14](=[O:15])[Cl:16])[CH3:17])[cH:12]2.[OH2:38].[cH:24]1[cH:25][cH:26][n:27][cH:28][cH:29]1>>[O:1]=[C:2]1[c:3]2[c:4]([cH:18][cH:19][cH:20][cH:21]2)[CH2:5][CH2:6][c:7]2[c:8]1[cH:9][cH:10][c:11]([CH:13]([C:14](=[O:15])[O:23][CH3:22])[CH3:17])[cH:12]2. The reagents and catalysts are OS(=O)(=O)O (H2SO4). Solvent: CO (MeOH). Yields the product OC=1C(=CC2=CC=CC(=C2C1)O)C(=O)OC (Methyl 3,5-Dihydroxy-2-naphthoate). The reactants are OC=1C(=CC2=CC=CC(=C2C1)O)C(=O)O (3,5-dihydroxy-2-naphthoic acid), CC=1C=CC(=CC1)S(=O)(=O)O (TsOH), C(=O)(O)[O-].[Na+] (NaHCO3), C(OC)(OC)OC (CH(OMe)3). Reaction SMILES: [OH:1][C:2]1[C:3]([C:13]([OH:15])=[O:14])=[CH:4][C:5]2[C:10]([CH:11]=1)=[C:9]([OH:12])[CH:8]=[CH:7][CH:6]=2.[CH3:16]C1C=CC(S(O)(=O)=O)=CC=1.C(OC)(OC)OC.C([O-])(O)=O.[Na+]>CO.OS(O)(=O)=O>[OH:1][C:2]1[C:3]([C:13]([O:15][CH3:16])=[O:14])=[CH:4][C:5]2[C:10]([CH:11]=1)=[C:9]([OH:12])[CH:8]=[CH:7][CH:6]=2 |f:3.4|. Reported procedure: To a solution of 3,5-dihydroxy-2-naphthoic acid (5.05 g) in MeOH (100 mL) was added TsOH (93 mg). Tho reaction mixture was stirred at reflux for 18 hours and then CH(OMe)3 (1 mL) was added. The reaction mixture was stirred at reflux for an additional 5 hours, at which point H2SO4 (10 drops) was added. After an additional 18 h, the reaction mixture was cooled to rt, poured into saturated aqueous NaHCO3 and extracted with EtOAc. The extract was dried over MgSO4 and concentrated in vacuo to give th... Yield: 4404.1%. Reaction conditions: time 18 hour. The reactants are OCCCc1cccc(Br)c1, O=C1CCC(=O)N1Br, ClCCl, c1ccc(P(c2ccccc2)c2ccccc2)cc1. Product: BrCCCc1cccc(Br)c1. RXN SMILES: [Br:1][c:2]1[cH:3][c:4]([CH2:8][CH2:9][CH2:10][OH:11])[cH:5][cH:6][cH:7]1.[Br:31][N:32]1[C:33](=[O:34])[CH2:35][CH2:36][C:37]1=[O:38].[CH2:39]([Cl:40])[Cl:41].[c:12]1([P:13]([c:14]2[cH:15][cH:16][cH:17][cH:18][cH:19]2)[c:20]2[cH:21][cH:22][cH:23][cH:24][cH:25]2)[cH:26][cH:27][cH:28][cH:29][cH:30]1>>[Br:1][c:2]1[cH:3][c:4]([CH2:8][CH2:9][CH2:10][Br:31])[cH:5][cH:6][cH:7]1.